Dataset: the Open Reaction Database (ORD), a public repository of structured organic reaction records. Task: describe an organic reaction: reactants, conditions, products, and yield Reactants: IC1=CC=C(C=C1)C (4-iodotoluene), [O-]P(=O)([O-])[O-].[K+].[K+].[K+] (K3PO4), N (ammonia), NCCCNCCCCN (N-(3-Aminopropyl)-1,4-butanediamine), C(CO)O (ethylene glycol). Reagents/catalysts: [Cu]I (CuI). Run in O (water), C(C)(C)O (isopropyl alcohol). Conditions: temperature 80 celsius, time 23 hour. Product: CC1=CC=C(C=C1)NCCCCNCCCNC1=CC=C(C=C1)C (N-(4-Methylphenyl)-N′-[3-(4-methylphenylamino)propyl]-1,4-butanediamine). Yield: 72.7%. Reaction SMILES: I[C:2]1[CH:7]=[CH:6][C:5]([CH3:8])=[CH:4][CH:3]=1.[O-]P([O-])([O-])=O.[K+].[K+].[K+].[NH2:17][CH2:18][CH2:19][CH2:20][NH:21][CH2:22][CH2:23][CH2:24][CH2:25][NH2:26].[CH2:27](O)[CH2:28]O.N>O.[Cu]I.C(O)(C)C>[CH3:8][C:5]1[CH:6]=[CH:7][C:2]([NH:26][CH2:25][CH2:24][CH2:23][CH2:22][NH:21][CH2:20][CH2:19][CH2:18][NH:17][C:2]2[CH:7]=[CH:6][C:27]([CH3:28])=[CH:4][CH:3]=2)=[CH:3][CH:4]=1 |f:1.2.3.4|. Procedure: An oven-dried resealable 15 mL Schlenk tube was charged with CuI (9.6 mg, 0.0504 mmol), 4-iodotoluene (260 mg, 1.19 mmol), K3PO4 (440 mg, 2.07 mmol), evacuated and backfilled with argon. N-(3-Aminopropyl)-1,4-butanediamine (79 μL, 0.503 mmol), ethylene glycol (115 μL, 2.06 mmol), and isopropyl alcohol (1.0 mL) were added under argon. The Schlenk tube was sealed with a Teflon valve and the reaction mixture was stirred magnetically at 80° C. for 23 h. The resulting thick, gray-brown suspension was...